Dataset: the Open Reaction Database (ORD), a public repository of structured organic reaction records. Task: describe an organic reaction: reactants, conditions, products, and yield Starting materials: Cl (hydrogen chloride), COC=1C=C2C(=C(C(=NC2=CC1OC)CN1N=CN=C1)C(=O)OCC)C1=CC(=C(C=C1)OC)OC(C)C (ethyl 6,7-dimethoxy-4-(3-isopropoxy-4-methoxyphenyl)-2-(1,2,4-triazol-1-ylmethyl)quinoline-3-carboxylate), ClCCl (dichloromethane). Solvent: C(C)O (ethanol), C(C)O (ethanol). Run at time 15 minute. Product: Cl.COC=1C=C2C(=C(C(=NC2=CC1OC)CN1N=CN=C1)C(=O)OCC)C1=CC(=C(C=C1)OC)OC(C)C (ethyl 6,7-dimethoxy-4-(3-isopropoxy-4-methoxyphenyl)-2-(1,2,4-triazol-1-ylmethyl)quinoline-3-carboxylate hydrochloride). Isolated yield 39.0%. RXN SMILES: Cl.[CH3:2][O:3][C:4]1[CH:5]=[C:6]2[C:11](=[CH:12][C:13]=1[O:14][CH3:15])[N:10]=[C:9]([CH2:16][N:17]1[CH:21]=[N:20][CH:19]=[N:18]1)[C:8]([C:22]([O:24][CH2:25][CH3:26])=[O:23])=[C:7]2[C:27]1[CH:32]=[CH:31][C:30]([O:33][CH3:34])=[C:29]([O:35][CH:36]([CH3:38])[CH3:37])[CH:28]=1.[Cl:39]CCl>C(O)C>[ClH:39].[CH3:2][O:3][C:4]1[CH:5]=[C:6]2[C:11](=[CH:12][C:13]=1[O:14][CH3:15])[N:10]=[C:9]([CH2:16][N:17]1[CH:21]=[N:20][CH:19]=[N:18]1)[C:8]([C:22]([O:24][CH2:25][CH3:26])=[O:23])=[C:7]2[C:27]1[CH:32]=[CH:31][C:30]([O:33][CH3:34])=[C:29]([O:35][CH:36]([CH3:37])[CH3:38])[CH:28]=1 |f:4.5|. Procedure: A solution of hydrogen chloride in ethanol (23%, 0.172 g) was added dropwise at room temperature to a suspension of ethyl 6,7-dimethoxy-4-(3-isopropoxy-4-methoxyphenyl)-2-(1,2,4-triazol-1-ylmethyl)quinoline-3-carboxylate (0.5 g) in ethanol (10 ml)-dichloromethane (2 ml). The mixture was stirred at room temperature for 15 minutes and concentrated under reduced pressure. The residue was treated with isopropyl ether, and the solid was collected by filtration and recrystallized from ethanol to give ... Starting materials: N, O, Oc1nc(S)nc2c1CCC2. Yields the product Oc1ncnc2c1CCC2. As a reaction SMILES: [NH3:12].[OH2:13].[SH:1][c:2]1[n:3][c:4]([OH:11])[c:5]2[c:6]([n:7]1)[CH2:8][CH2:9][CH2:10]2>>[cH:2]1[n:3][c:4]([OH:11])[c:5]2[c:6]([n:7]1)[CH2:8][CH2:9][CH2:10]2. Starting materials: CC(C)(C)OC(=O)NCC(=O)O, CCN=C=NCCCN(C)C, ClCCl, Cl, C[SiH](C)OC1(CN)CC(C(C)(C)C)CN1C(=O)OCc1ccc([N+](=O)[O-])cc1, On1nnc2ccccc21. The product is C[SiH](C)OC1(CNC(=O)CNC(=O)OC(C)(C)C)CC(C(C)(C)C)CN1C(=O)OCc1ccc([N+](=O)[O-])cc1. As a reaction SMILES: [C:29]([CH3:30])([CH3:31])([CH3:32])[O:33][C:34](=[O:35])[NH:36][CH2:37][C:38](=[O:39])[OH:40].[CH2:52]([N:53]=[C:54]=[N:55][CH2:56][CH2:57][CH2:58][N:59]([CH3:60])[CH3:61])[CH3:62].[Cl:63][CH2:64][Cl:65].[ClH:51].[NH2:1][CH2:2][C:3]1([O:25][SiH:26]([CH3:27])[CH3:28])[N:4]([C:12](=[O:13])[O:14][CH2:15][c:16]2[cH:17][cH:18][c:19]([N+:22](=[O:23])[O-:24])[cH:20][cH:21]2)[CH2:5][CH:6]([C:8]([CH3:9])([CH3:10])[CH3:11])[CH2:7]1.[OH:41][n:42]1[c:43]2[cH:44][cH:45][cH:46][cH:47][c:48]2[n:49][n:50]1>>[NH:1]([CH2:2][C:3]1([O:25][SiH:26]([CH3:27])[CH3:28])[N:4]([C:12](=[O:13])[O:14][CH2:15][c:16]2[cH:17][cH:18][c:19]([N+:22](=[O:23])[O-:24])[cH:20][cH:21]2)[CH2:5][CH:6]([C:8]([CH3:9])([CH3:10])[CH3:11])[CH2:7]1)[C:38]([CH2:37][NH:36][C:34]([O:33][C:29]([CH3:30])([CH3:31])[CH3:32])=[O:35])=[O:39]. Starting materials: BrC1=C(C2=C(NC=N2)C=C1)C (5-bromo-4-methyl-1H-benzo[d]imidazole), O1CCCC=C1 (3,4-dihydro-2H-pyran), CC=1C=CC(=CC1)S(=O)(=O)O.O (p-TsOH.H2O). The solvent is C1CCOC1 (THF). Reaction conditions: temperature 80 celsius. Yields the product BrC1=C(C2=C(N(C=N2)C2OCCCC2)C=C1)C (5-bromo-4-methyl-1-(tetrahydro-2H-pyran-2-yl)-1H-benzo[d]imidazole). The yield is 57.2%. Reaction SMILES: [Br:1][C:2]1[CH:10]=[CH:9][C:5]2[NH:6][CH:7]=[N:8][C:4]=2[C:3]=1[CH3:11].[O:12]1[CH:17]=[CH:16][CH2:15][CH2:14][CH2:13]1.CC1C=CC(S(O)(=O)=O)=CC=1.O>C1COCC1>[Br:1][C:2]1[CH:10]=[CH:9][C:5]2[N:6]([CH:13]3[CH2:14][CH2:15][CH2:16][CH2:17][O:12]3)[CH:7]=[N:8][C:4]=2[C:3]=1[CH3:11] |f:2.3|. Reported procedure: To a solution of 5-bromo-4-methyl-1H-benzo[d]imidazole (1.0 g, 4.74 mmol, CASRN 952511-48-7) and 3,4-dihydro-2H-pyran (2.0 g, 23.70 mmol) in THF (10 mL) was added p-TsOH.H2O (90 mg, 0.47 mmol). The mixture was heated at 80° C. overnight, cooled and the solvent was removed in vacuo. The residue was diluted with DCM (100 mL) and water (50 mL). The organic layer was separated, dried (MgSO4), filtered and concentrated to dryness in vacuo. The crude product was purified by SiO2 chromatography eluting... Reactants: CCOC(=O)C=CC(N)Cc1c[nH]cn1, C1CCOC1, CCN(C(C)C)C(C)C, O=C(O)CCCCCCc1ccccc1. Yields the product CCOC(=O)C=CC(Cc1c[nH]cn1)NC(=O)CCCCCCc1ccccc1. As a reaction SMILES: [CH2:25]([CH3:26])[O:27][C:28]([CH:29]=[CH:30][CH:31]([CH2:32][c:33]1[n:34][cH:35][nH:36][cH:37]1)[NH2:38])=[O:39].[CH2:40]1[O:41][CH2:42][CH2:43][CH2:44]1.[CH:16]([N:17]([CH2:18][CH3:19])[CH:20]([CH3:21])[CH3:22])([CH3:23])[CH3:24].[c:1]1([CH2:7][CH2:8][CH2:9][CH2:10][CH2:11][CH2:12][C:13](=[O:14])[OH:15])[cH:2][cH:3][cH:4][cH:5][cH:6]1>>[c:1]1([CH2:7][CH2:8][CH2:9][CH2:10][CH2:11][CH2:12][C:13](=[O:15])[NH:38][CH:31]([CH:30]=[CH:29][C:28]([O:27][CH2:25][CH3:26])=[O:39])[CH2:32][c:33]2[n:34][cH:35][nH:36][cH:37]2)[cH:2][cH:3][cH:4][cH:5][cH:6]1. The solvent is C(C)(=O)O (acetic acid). Run at time 4 hour. Product: COC(=O)C1=NN(C(=C1Cl)OC)C1=C(C=CC=C1)F (4-Chloro-1-(2-fluoro-phenyl)-5-methoxy-1H-pyrazole-3-carboxylic acid methyl ester). Yield: 96.6%. Reaction SMILES: [CH3:1][O:2][C:3]([C:5]1[CH:9]=[C:8]([O:10][CH3:11])[N:7]([C:12]2[CH:17]=[CH:16][CH:15]=[CH:14][C:13]=2[F:18])[N:6]=1)=[O:4].S(Cl)([Cl:22])(=O)=O>C(O)(=O)C>[CH3:1][O:2][C:3]([C:5]1[C:9]([Cl:22])=[C:8]([O:10][CH3:11])[N:7]([C:12]2[CH:17]=[CH:16][CH:15]=[CH:14][C:13]=2[F:18])[N:6]=1)=[O:4]. Reactants: COC(=O)C1=NN(C(=C1)OC)C1=C(C=CC=C1)F (1-(2-fluoro-phenyl)-5-methoxy-1H-pyrazole-3-carboxylic acid methyl ester), S(=O)(=O)(Cl)Cl (sulfuryl chloride). Procedure details: 300 mg (1.2 mmol) of 1-(2-fluoro-phenyl)-5-methoxy-1H-pyrazole-3-carboxylic acid methyl ester was dissolved in 3 ml of acetic acid. 162 mg (1.2 mmol) of sulfuryl chloride were added and the mixture stirred for 4 h at room temperature. The solvent was removed in vacuo and the residue subjected to acidic aqueous work-up. The obtained crude title compound (330 mg) was used in the hydrolysis step without further purification. Starting materials: BrC=1C=CC2=C(C=3N(CCO2)C=C(N3)C(=O)N)C1 (10-Bromo-5,6-dihydroimidazo[1,2-d][1,4]benzoxazepine-2-carboxamide), C(#C)C1(CCCC1)O (1-ethynylcyclopentanol). Product: OC1(CCCC1)C#CC=1C=CC2=C(C=3N(CCO2)C=C(N3)C(=O)N)C1 (10-[2-(1-hydroxycyclopentyl)ethynyl]-5,6-dihydroimidazo[1,2-d][1,4]benzoxazepine-2-carboxamide). Reaction SMILES: Br[C:2]1[CH:3]=[CH:4][C:5]2[O:11][CH2:10][CH2:9][N:8]3[CH:12]=[C:13]([C:15]([NH2:17])=[O:16])[N:14]=[C:7]3[C:6]=2[CH:18]=1.[C:19]([C:21]1([OH:26])[CH2:25][CH2:24][CH2:23][CH2:22]1)#[CH:20]>>[OH:26][C:21]1([C:19]#[C:20][C:2]2[CH:3]=[CH:4][C:5]3[O:11][CH2:10][CH2:9][N:8]4[CH:12]=[C:13]([C:15]([NH2:17])=[O:16])[N:14]=[C:7]4[C:6]=3[CH:18]=2)[CH2:25][CH2:24][CH2:23][CH2:22]1. Reported procedure: 10-Bromo-5,6-dihydroimidazo[1,2-d][1,4]benzoxazepine-2-carboxamide (0.1 g) was reacted with 1-ethynylcyclopentanol similar to as described in Procedure E to afford 22.4 mg of 10-[2-(1-hydroxycyclopentyl)ethynyl]-5,6-dihydroimidazo[1,2-d][1,4]benzoxazepine-2-carboxamide following reverse phase hplc purification. MS (Q1) 338 (M)+. 1H NMR (400 MHz, DMSO) δ 8.50 (d, J=2.1 Hz, 1H), 7.84-7.71 (m, 1H), 7.54 (d, J=23.6 Hz, 1H), 7.29 (dd, J=8.5, 2.1 Hz, 1H), 7.10 (s, 1H), 7.01 (d, J=8.5 Hz, 1H), 5.28 (s,... Reactants: S(=O)(Cl)Cl (thionyl chloride), CO (Methanol), Cl.NCC(=O)C1=CC=C(OCC(=O)O)C=C1 (4-(Aminoacetyl)phenoxyacetic acid hydrochloride). Product: Cl.NCC(=O)C1=CC=C(OCC(=O)OC)C=C1 (methyl 4-(aminoacetyl)-phenoxyacetate hydrochloride). The yield is 62.0%. Reaction SMILES: S(Cl)([Cl:3])=O.Cl.[NH2:6][CH2:7][C:8]([C:10]1[CH:20]=[CH:19][C:13]([O:14][CH2:15][C:16]([OH:18])=[O:17])=[CH:12][CH:11]=1)=[O:9].[CH3:21]O>>[ClH:3].[NH2:6][CH2:7][C:8]([C:10]1[CH:11]=[CH:12][C:13]([O:14][CH2:15][C:16]([O:18][CH3:21])=[O:17])=[CH:19][CH:20]=1)=[O:9] |f:1.2,4.5|. Procedure details: Methanol (250ml.) was stirred at -20° C. as thionyl chloride (6ml.) was added. 4-(Aminoacetyl)phenoxyacetic acid hydrochloride (5.0g) was added, and the mixture was stirred and allowed to warm to room temperature during 18 hours. The resulting solution was evaporated under reduced pressure and the residue was recrystallised from a mixture of methanol and diethyl ether to give methyl 4-(aminoacetyl)-phenoxyacetate hydrochloride, m.p. 202°-204° C. (Example 12) in 62% yield. Procedure: To a stirred solution of (5R)1-{(2S)-2-((tert-butoxycarbonyl)amino)-2-cyclopentylethanoyl}-5-ethynyl-L-proline (1.28 g, 3.38 mmol ) in THF (25 mL) at −15° C. under nitrogen, was added 4-methylmorpholine (0.44 mL, 4.05 mmol), and isobutylchloroformate (0.5 mL, 3.72 mmol) over 2 minutes. The reaction mixture was stirred at −15° C. under nitrogen for 30 minutes, and a solution of 0.5 MNH3 in dioxane (34 mL, 16.90 mmol ) was added. The reaction mixture diluted with water, the pH adjusted to 4 by the... Yields the product C(C)(C)(C)OC(=O)N[C@H](C(=O)N1[C@H](C(=O)N)CC[C@@H]1C#C)C1CCCC1 ((5R)-1-{(2S)-2-((tert-butoxycarbonyl)amino)-2-cyclopentylethanoyl}-5-ethynyl-L-prolinamide). As a reaction SMILES: [C:1]([O:5][C:6]([NH:8][C@@H:9]([CH:22]1[CH2:26][CH2:25][CH2:24][CH2:23]1)[C:10]([N:12]1[C@@H:19]([C:20]#[CH:21])[CH2:18][CH2:17][C@H:13]1[C:14]([OH:16])=O)=[O:11])=[O:7])([CH3:4])([CH3:3])[CH3:2].C[N:28]1CCOCC1.C(OC(Cl)=O)C(C)C.O1CCOCC1.OS([O-])(=O)=O.[K+]>C1COCC1.O>[C:1]([O:5][C:6]([NH:8][C@@H:9]([CH:22]1[CH2:26][CH2:25][CH2:24][CH2:23]1)[C:10]([N:12]1[C@@H:19]([C:20]#[CH:21])[CH2:18][CH2:17][C@H:13]1[C:14]([NH2:28])=[O:16])=[O:11])=[O:7])([CH3:2])([CH3:4])[CH3:3] |f:4.5|. The solvent is C1CCOC1 (THF), O (water). Starting materials: C(C)(C)(C)OC(=O)N[C@H](C(=O)N1[C@H](C(=O)O)CC[C@@H]1C#C)C1CCCC1 ((5R)1-{(2S)-2-((tert-butoxycarbonyl)amino)-2-cyclopentylethanoyl}-5-ethynyl-L-proline), CN1CCOCC1 (4-methylmorpholine), C(C(C)C)OC(=O)Cl (isobutylchloroformate), O1CCOCC1 (dioxane), OS(=O)(=O)[O-].[K+] (KHSO4). Run at temperature -15 celsius, time 30 minute. Yields the product OC(CC)C1=C(C=CC=C1)C1=CC=C(C=C1)C(=O)N1CC=2N(CC3=C1C=CC=C3)C(=CC2)C(=O)NCC=2C=NC=CC2 (10-{[2′-(1-HYDROXYPROPYL)-1,1′-BIPHENYL-4-YL]CARBONYL}-N-(PYRIDIN-3-YLMETHYL)-10,11-DIHYDRO-5H-PYRROLO[2,1-C][1,4]BENZODIAZEPINE-3-CARBOXAMIDE). Reaction conditions: time 17 hour. Yield: 27.9%. The solvent is O1CCCC1 (tetrahydrofuran). As a reaction SMILES: [CH:1]([C:3]1[CH:8]=[CH:7][CH:6]=[CH:5][C:4]=1[C:9]1[CH:14]=[CH:13][C:12]([C:15]([N:17]2[C:23]3[CH:24]=[CH:25][CH:26]=[CH:27][C:22]=3[CH2:21][N:20]3[C:28]([C:31]([NH:33][CH2:34][C:35]4[CH:36]=[N:37][CH:38]=[CH:39][CH:40]=4)=[O:32])=[CH:29][CH:30]=[C:19]3[CH2:18]2)=[O:16])=[CH:11][CH:10]=1)=[O:2].C[Mg]Br.[CH2:44](OCC)[CH3:45]>O1CCCC1>[OH:2][CH:1]([C:3]1[CH:8]=[CH:7][CH:6]=[CH:5][C:4]=1[C:9]1[CH:10]=[CH:11][C:12]([C:15]([N:17]2[C:23]3[CH:24]=[CH:25][CH:26]=[CH:27][C:22]=3[CH2:21][N:20]3[C:28]([C:31]([NH:33][CH2:34][C:35]4[CH:36]=[N:37][CH:38]=[CH:39][CH:40]=4)=[O:32])=[CH:29][CH:30]=[C:19]3[CH2:18]2)=[O:16])=[CH:13][CH:14]=1)[CH2:44][CH3:45]. Starting materials: C(=O)C1=C(C=CC=C1)C1=CC=C(C=C1)C(=O)N1CC=2N(CC3=C1C=CC=C3)C(=CC2)C(=O)NCC=2C=NC=CC2 (10-[(2′-Formyl-1,1′-biphenyl-4-yl)carbonyl]-N-(pyridin-3-ylmethyl)-10,11-dihydro-5H-pyrrolo[2,1-c][1,4]benzodiazepine-3-carboxamide), C[Mg]Br (Methylmagnesium bromide), C(C)OCC (diethyl ether). Procedure details: To a solution of 10-[(2′-formyl-1,1′-biphenyl-4-yl)carbonyl]-N-(pyridin-3-ylmethyl)-10,11-dihydro-5H-pyrrolo[2,1-c][1,4]benzodiazepine-3-carboxamide of Example 56 (0.132 g, 0.251 mmol) in dry tetrahydrofuran (15 mL) was added 3.0 Methylmagnesium bromide in diethyl ether (0.68 mL, 2.04 mmol) and the reaction mixture stirred at room temperature under nitrogen for 17 hours. The reaction was quenched by the addition of saturated aqueous ammonium chloride solution (20 mL) and then the mixture partiti...